Task: describe an organic reaction: reactants, conditions, products, and yield. Dataset: the Open Reaction Database (ORD), a public repository of structured organic reaction records The reactants are BrCc1ccccc1, O=C([O-])O, CN(C)C=O, O=C1c2c(OCc3ccccc3)cccc2-c2nn(CCNCCO)c3ccc(Cl)c1c23, [K+], O. Product: O=C1c2c(OCc3ccccc3)cccc2-c2nn(CCN(CCO)Cc3ccccc3)c3ccc(Cl)c1c23. RXN SMILES: [Br:33][CH2:34][c:35]1[cH:36][cH:37][cH:38][cH:39][cH:40]1.[C:41](=[O:42])([OH:43])[O-:44].[CH3:46][N:47]([CH3:48])[CH:49]=[O:50].[Cl:1][c:2]1[cH:3][cH:4][c:5]2[n:6]([CH2:27][CH2:28][NH:29][CH2:30][CH2:31][OH:32])[n:7][c:8]3[c:9]2[c:10]1[C:11](=[O:26])[c:12]1[c:13]([O:18][CH2:19][c:20]2[cH:21][cH:22][cH:23][cH:24][cH:25]2)[cH:14][cH:15][cH:16][c:17]1-3.[K+:45].[OH2:51]>>[Cl:1][c:2]1[cH:3][cH:4][c:5]2[n:6]([CH2:27][CH2:28][N:29]([CH2:30][CH2:31][OH:32])[CH2:34][c:35]3[cH:36][cH:37][cH:38][cH:39][cH:40]3)[n:7][c:8]3[c:9]2[c:10]1[C:11](=[O:26])[c:12]1[c:13]([O:18][CH2:19][c:20]2[cH:21][cH:22][cH:23][cH:24][cH:25]2)[cH:14][cH:15][cH:16][c:17]1-3. Starting materials: CO, Cl, Cl, NN, NC1=Nc2ccc(Cl)cc2C(c2ccccc2)=NC1, O, O. The product is NNC1=Nc2ccc(Cl)cc2C(c2ccccc2)=NC1. As a reaction SMILES: [CH3:22][OH:23].[ClH:1].[ClH:2].[NH2:25][NH2:26].[NH2:3][C:4]1=[N:5][c:6]2[c:7]([cH:17][c:18]([Cl:21])[cH:19][cH:20]2)[C:8]([c:11]2[cH:12][cH:13][cH:14][cH:15][cH:16]2)=[N:9][CH2:10]1.[OH2:24].[OH2:27]>>[NH:3]([C:4]1=[N:5][c:6]2[c:7]([cH:17][c:18]([Cl:21])[cH:19][cH:20]2)[C:8]([c:11]2[cH:12][cH:13][cH:14][cH:15][cH:16]2)=[N:9][CH2:10]1)[NH2:25]. Starting materials: CN(C=CC(=O)C=1C=C(C=CC1)NC(=O)C1CCC1)C (N-[3-[3-(dimethylamino)-1-oxo-2-propenyl]phenyl]cyclobutanecarboxamide), CI (methyl iodide). Product: CN(C=CC(=O)C=1C=C(C=CC1)N(C(=O)C1CCC1)C)C (N-[3-[3-(dimethylamino)1-oxo-2-propenyl]phenyl]-N-methylcyclobutanecarboxamide). As a reaction SMILES: [CH3:1][N:2]([CH3:20])[CH:3]=[CH:4][C:5]([C:7]1[CH:8]=[C:9]([NH:13][C:14]([CH:16]2[CH2:19][CH2:18][CH2:17]2)=[O:15])[CH:10]=[CH:11][CH:12]=1)=[O:6].[CH3:21]I>>[CH3:20][N:2]([CH3:1])[CH:3]=[CH:4][C:5]([C:7]1[CH:8]=[C:9]([N:13]([CH3:21])[C:14]([CH:16]2[CH2:19][CH2:18][CH2:17]2)=[O:15])[CH:10]=[CH:11][CH:12]=1)=[O:6]. Procedure details: This compound was then converted to N-[3-[3-(dimethylamino)-1-oxo-2-propenyl]phenyl]cyclobutanecarboxamide, mp 155°-157° C., by the procedure of Example 1 and further alkylated by the procedure of Example 6, using methyl iodide to give 8.32 g of N-[3-[3-(dimethylamino)1-oxo-2-propenyl]phenyl]-N-methylcyclobutanecarboxamide, mp 117°-119° C. Starting materials: C(N)(=N)C1=CC=C(C=C1)CCC1=NC2=CC(=CC=C2C(=C1)C)N(CC(=O)OCC)S(=O)(=O)C=1C=CC=C2C=CC=NC12 (2-[2-(4-amidinophenyl)-ethyl]-4-methyl-7-[N-(ethoxycarbonylmethyl)-quinoline-8-sul-phonylamino]-quinoline), [OH-].[Na+] (sodium hydroxide). The product is C(N)(=N)C1=CC=C(C=C1)CCC1=NC2=CC(=CC=C2C(=C1)C)N(CC(=O)O)S(=O)(=O)C=1C=CC=C2C=CC=NC12 (2-[2-(4-Amidinophenyl)-ethyl]-4-methyl-7-[N-(hydroxycarbonylmethyl)-quinoline-8-sulphonylamino]-quinoline). RXN SMILES: [C:1]([C:4]1[CH:9]=[CH:8][C:7]([CH2:10][CH2:11][C:12]2[CH:21]=[C:20]([CH3:22])[C:19]3[C:14](=[CH:15][C:16]([N:23]([S:30]([C:33]4[CH:34]=[CH:35][CH:36]=[C:37]5[C:42]=4[N:41]=[CH:40][CH:39]=[CH:38]5)(=[O:32])=[O:31])[CH2:24][C:25]([O:27]CC)=[O:26])=[CH:17][CH:18]=3)[N:13]=2)=[CH:6][CH:5]=1)(=[NH:3])[NH2:2].[OH-].[Na+]>>[C:1]([C:4]1[CH:9]=[CH:8][C:7]([CH2:10][CH2:11][C:12]2[CH:21]=[C:20]([CH3:22])[C:19]3[C:14](=[CH:15][C:16]([N:23]([S:30]([C:33]4[CH:34]=[CH:35][CH:36]=[C:37]5[C:42]=4[N:41]=[CH:40][CH:39]=[CH:38]5)(=[O:32])=[O:31])[CH2:24][C:25]([OH:27])=[O:26])=[CH:17][CH:18]=3)[N:13]=2)=[CH:6][CH:5]=1)(=[NH:2])[NH2:3] |f:1.2|. Procedure: Prepared analogously to Example 3 from 2-[2-(4-amidinophenyl)-ethyl]-4-methyl-7-[N-(ethoxycarbonylmethyl)-quinoline-8-sul-phonylamino]-quinoline and sodium hydroxide solution. Starting materials: CC(C)(C)OC(=O)Cn1nc(C(=N)NO)c2cccnc21, CC(=O)O, CC(=O)OC(C)=O. Yields the product CC(C)(C)OC(=O)Cn1nc(C(=N)N)c2cccnc21. As a reaction SMILES: [C:1]([CH3:2])([CH3:3])([CH3:4])[O:5][C:6]([CH2:7][n:8]1[n:9][c:10]([C:17]([NH:18][OH:19])=[NH:20])[c:11]2[c:12]1[n:13][cH:14][cH:15][cH:16]2)=[O:21].[C:29]([OH:30])(=[O:31])[CH3:32].[CH3:22][C:23]([O:24][C:25]([CH3:26])=[O:27])=[O:28]>>[C:1]([CH3:2])([CH3:3])([CH3:4])[O:5][C:6]([CH2:7][n:8]1[n:9][c:10]([C:17](=[NH:18])[NH2:20])[c:11]2[c:12]1[n:13][cH:14][cH:15][cH:16]2)=[O:21]. Reactants: C(C)OC(=O)CCCNC1=C(C(=O)N)C=CC=C1 (2-(3-ethoxycarbonylpropylamino)benzamide), N,N'-carbonyldiimidazole, O1CCOCC1 (dioxane). Run in C(C)O (ethanol). Conditions: temperature 150 celsius, time 30 minute. Product: C(C)OC(=O)CCCN1C(NC(C2=CC=CC=C12)=O)=O (1-(3-ethoxycarbonylpropyl)-2,4(1H,3H)-quinazolinedione). Reaction SMILES: [CH2:1]([O:3][C:4]([CH2:6][CH2:7][CH2:8][NH:9][C:10]1[CH:18]=[CH:17][CH:16]=[CH:15][C:11]=1[C:12]([NH2:14])=[O:13])=[O:5])[CH3:2].[O:19]1CCOC[CH2:20]1>C(O)C>[CH2:1]([O:3][C:4]([CH2:6][CH2:7][CH2:8][N:9]1[C:10]2[C:11](=[CH:15][CH:16]=[CH:17][CH:18]=2)[C:12](=[O:13])[NH:14][C:20]1=[O:19])=[O:5])[CH3:2]. Reported procedure: A mixture of 2-(3-ethoxycarbonylpropylamino)benzamide (1.95 g) and N,N'-carbonyldiimidazole (2.52 g) in dioxane (20 ml) was heated to 150° C. After 30 minutes, the mixture was cooled below 80° C., and diluted with ethanol to give crude crystals. Collected crystals were recrystallized from ethanol to give 1-(3-ethoxycarbonylpropyl)-2,4(1H,3H)-quinazolinedione (1.53 g) as a crystal. Reactants: C(C)[Si](OC1CC(=O)OC(C(/C=C/C(C(CC1)C)OC(=O)N1CCN(CC1)C1CCN(CC1)C)C)\C(=C\C=C\C(CC1C(C(C(CC)O[Si](C(C)C)(CC)CC)C)O1)(C)O)\C)(C(C)C)CC ((8E,12E,14E)-3,21-bis(diethylisopropylsiloxy)-16-hydroxy-6,10,12,16,20-pentamethyl-7-((4-(1-methylpiperidin-4-yl)piperazin-1-yl)carbonyl)oxy-18,19-epoxytricosa-8,12,14-trien-11-olide), [F-].C(CCC)[N+](CCCC)(CCCC)CCCC (Tetrabutylammonium fluoride). Solvent: O1CCCC1 (tetrahydrofuran), C(C)(=O)OCC (ethyl acetate). Conditions: time 4 hour. The product is OC1CC(=O)OC(C(/C=C/C(C(CC1)C)OC(=O)N1CCN(CC1)C1CCN(CC1)C)C)\C(=C\C=C\C(CC1C(C(C(CC)O)C)O1)(C)O)\C ((8E,12E,14E)-3,16,21-trihydroxy-6,10,12,16,20-pentamethyl-7-((4-(1-methylpiperidin-4-yl)piperazin-1-yl)carbonyl)oxy-18,19-epoxytricosa-8,12,14-trien-11-olide). Isolated yield 56.2%. As a reaction SMILES: C([Si](CC)(C(C)C)[O:4][CH:5]1[CH2:17][CH2:16][CH:15]([CH3:18])[CH:14]([O:19][C:20]([N:22]2[CH2:27][CH2:26][N:25]([CH:28]3[CH2:33][CH2:32][N:31]([CH3:34])[CH2:30][CH2:29]3)[CH2:24][CH2:23]2)=[O:21])[CH:13]=[CH:12][CH:11]([CH3:35])[CH:10](/[C:36](/[CH3:61])=[CH:37]/[CH:38]=[CH:39]/[C:40]([OH:60])([CH3:59])[CH2:41][CH:42]2[O:58][CH:43]2[CH:44]([CH3:57])[CH:45]([O:48][Si](CC)(CC)C(C)C)[CH2:46][CH3:47])[O:9][C:7](=[O:8])[CH2:6]1)C.[F-].C([N+](CCCC)(CCCC)CCCC)CCC>O1CCCC1.C(OCC)(=O)C>[OH:4][CH:5]1[CH2:17][CH2:16][CH:15]([CH3:18])[CH:14]([O:19][C:20]([N:22]2[CH2:27][CH2:26][N:25]([CH:28]3[CH2:29][CH2:30][N:31]([CH3:34])[CH2:32][CH2:33]3)[CH2:24][CH2:23]2)=[O:21])[CH:13]=[CH:12][CH:11]([CH3:35])[CH:10](/[C:36](/[CH3:61])=[CH:37]/[CH:38]=[CH:39]/[C:40]([OH:60])([CH3:59])[CH2:41][CH:42]2[O:58][CH:43]2[CH:44]([CH3:57])[CH:45]([OH:48])[CH2:46][CH3:47])[O:9][C:7](=[O:8])[CH2:6]1 |f:1.2|. Reported procedure: A solution of (8E,12E,14E)-3,21-bis(diethylisopropylsiloxy)-16-hydroxy-6,10,12,16,20-pentamethyl-7-((4-(1-methylpiperidin-4-yl)piperazin-1-yl)carbonyl)oxy-18,19-epoxytricosa-8,12,14-trien-11-olide (18.5 mg, 19.2 μmol) in tetrahydrofuran (2 mL) was cooled to 5° C. Tetrabutylammonium fluoride (1.0 M solution in tetrahydrofuran, 42.3 μL, 42.3 μmol) was added dropwise to the solution, and the reaction mixture was stirred at room temperature for four hours. The reaction mixture was diluted with ethyl... Reactants: 2, N(C(=N)N)C=1SC=C(N1)C(=O)NN (guanidino-4-thiazole carboxylic acid hydrazide), S(=O)(=O)(O)O.CSC(N)=N (2-methyl-2-thiopseudourea sulfate). The solvent is CS(=O)C (dimethylsulfoxide). The product is C(N)(=N)NNC(=O)C=1N=C(SC1)NC(=N)N (2-guanidino-4-thiazole carboxylic acid 2-amidinohydrazide). As a reaction SMILES: [NH:1]([C:5]1[S:6][CH:7]=[C:8]([C:10]([NH:12][NH2:13])=[O:11])[N:9]=1)[C:2]([NH2:4])=[NH:3].S(O)(O)(=O)=O.CS[C:21](=[NH:23])[NH2:22]>CS(C)=O>[C:21]([NH:13][NH:12][C:10]([C:8]1[N:9]=[C:5]([NH:1][C:2]([NH2:4])=[NH:3])[S:6][CH:7]=1)=[O:11])(=[NH:22])[NH2:23] |f:1.2|. Procedure details: 17.9 g (0.089 mol) of 2 guanidino-4-thiazole carboxylic acid hydrazide was combined with 24.9 g of 2-methyl-2-thiopseudourea sulfate (0.089 mol) and heated rapidly to reflux in 125 ml dimethylsulfoxide. The reactants dissolved and within 5 minutes reflux a heavy precipitate formed. Reflux was continued for a total of 30 minutes. The reaction was cooled and the resulting heavy precipitate was isolated by filtration and washed with a small portion of dimethylsulfoxide followed by washing with isop... Product: Nc1ccc(N2CCCCC2=S)cc1. The reactants are COc1ccc(P2(=S)SP(=S)(c3ccc(OC)cc3)S2)cc1, Cc1ccccc1, Nc1ccc(N2CCCCC2=O)cc1. RXN SMILES: [CH3:15][O:16][c:17]1[cH:18][cH:19][c:20]([P:21]2(=[S:22])[S:23][P:25](=[S:26])([c:27]3[cH:28][cH:29][c:30]([O:31][CH3:32])[cH:33][cH:34]3)[S:24]2)[cH:35][cH:36]1.[CH3:37][c:38]1[cH:39][cH:40][cH:41][cH:42][cH:43]1.[NH2:1][c:2]1[cH:3][cH:4][c:5]([N:8]2[C:9](=[O:14])[CH2:10][CH2:11][CH2:12][CH2:13]2)[cH:6][cH:7]1>>[NH2:1][c:2]1[cH:3][cH:4][c:5]([N:8]2[C:9](=[S:24])[CH2:10][CH2:11][CH2:12][CH2:13]2)[cH:6][cH:7]1. Procedure: To a solution of 20.0 mg (72.4 μmol) of 1,4-dimethyl-6-pentyl-1H-pyrrolo[2,3-b]pyridin-5-yl acetate in 1 mL of CH2Cl2 was added 217 μL (84.0 μmol, 1.0 M in hexanes) of DIBAL-H at 78° C. The reaction mixture was stirred at 78° C. for 1 h and then 2 mL of sat aq sodium potassium tartrate was added slowly. The reaction mixture was slowly warmed to room temperature over a period of 30 min. The solution was extracted with three 5-mL portions of ethyl acetate. The combined organic layer was washed wit... Solvent: CC#N (CH3CN), C(Cl)Cl (CH2Cl2). Yields the product FC(C(=O)O)(F)F.CN1CCC=2C1=NC(=C(C2C)O)CCCCC (1,4-Dimethyl-6-pentyl-2,3-dihydro-1H-pyrrolo[2,3-b]pyridin-5-ol trifluoroacetic acid salt). Reaction SMILES: C([O:4][C:5]1[C:6]([CH3:20])=[C:7]2[CH:18]=[CH:17][N:16]([CH3:19])[C:8]2=[N:9][C:10]=1[CH2:11][CH2:12][CH2:13][CH2:14][CH3:15])(=O)C.CC(C[AlH]CC(C)C)C.C(C(C(C([O-])=O)O)O)([O-])=O.[K+].[Na+].CO.C(Cl)Cl.[C:47]([OH:53])([C:49]([F:52])([F:51])[F:50])=[O:48]>C(Cl)Cl.CC#N>[F:50][C:49]([F:52])([F:51])[C:47]([OH:53])=[O:48].[CH3:19][N:16]1[C:8]2=[N:9][C:10]([CH2:11][CH2:12][CH2:13][CH2:14][CH3:15])=[C:5]([OH:4])[C:6]([CH3:20])=[C:7]2[CH2:18][CH2:17]1 |f:2.3.4,5.6,10.11|. Reaction conditions: temperature 78 celsius, time 1 hour. The reactants are CO.C(Cl)Cl (MeOH CH2Cl2), C(=O)(C(F)(F)F)O (TFA), C(C)(=O)OC=1C(=C2C(=NC1CCCCC)N(C=C2)C)C (1,4-dimethyl-6-pentyl-1H-pyrrolo[2,3-b]pyridin-5-yl acetate), CC(C)C[AlH]CC(C)C (DIBAL-H), C(=O)([O-])C(O)C(O)C(=O)[O-].[K+].[Na+] (sodium potassium tartrate).